Dataset: the Open Reaction Database (ORD), a public repository of structured organic reaction records. Task: describe an organic reaction: reactants, conditions, products, and yield The reactants are ClCCl, CCOC(C)=O, O=C(O)C(F)(F)F, OC1c2ccccc2COc2ccc(OCc3ccc4ccccc4n3)cc21, N#CCS. Product: N#CCSC1c2ccccc2COc2ccc(OCc3ccc4ccccc4n3)cc21. Reaction SMILES: [CH2:40]([Cl:41])[Cl:42].[CH3:43][CH2:44][O:45][C:46](=[O:47])[CH3:48].[OH:33][C:34]([C:35]([F:36])([F:37])[F:38])=[O:39].[OH:5][CH:6]1[c:7]2[c:8]([cH:17][cH:18][c:19]([O:21][CH2:22][c:23]3[n:24][c:25]4[cH:26][cH:27][cH:28][cH:29][c:30]4[cH:31][cH:32]3)[cH:20]2)[O:9][CH2:10][c:11]2[c:12]1[cH:13][cH:14][cH:15][cH:16]2.[SH:1][CH2:2][C:3]#[N:4]>>[S:1]([CH2:2][C:3]#[N:4])[CH:6]1[c:7]2[c:8]([cH:17][cH:18][c:19]([O:21][CH2:22][c:23]3[n:24][c:25]4[cH:26][cH:27][cH:28][cH:29][c:30]4[cH:31][cH:32]3)[cH:20]2)[O:9][CH2:10][c:11]2[c:12]1[cH:13][cH:14][cH:15][cH:16]2.